This data is from the Open Reaction Database (ORD), a public repository of structured organic reaction records. The task is: describe an organic reaction: reactants, conditions, products, and yield Reactants: C1CCC2=NCCCN2CC1, Cn1nnnc1CCCC(O)=S, CN(C)C1CCC(N)CC1, CC(C)COC(=O)Cl, C1CCOC1. Product: CN(C)C1CCC(NC(=S)CCCc2nnnn2C)CC1. As a reaction SMILES: [CH2:13]1[CH2:14][CH2:15][C:16]2=[N:21][CH2:20][CH2:19][CH2:18][N:17]2[CH2:22][CH2:23]1.[CH3:1][n:2]1[n:3][n:4][n:5][c:6]1[CH2:7][CH2:8][CH2:9][C:10](=[S:11])[OH:12].[CH3:32][N:33]([CH3:34])[CH:35]1[CH2:36][CH2:37][CH:38]([NH2:41])[CH2:39][CH2:40]1.[Cl:24][C:25]([O:26][CH2:27][CH:28]([CH3:29])[CH3:30])=[O:31].[O:42]1[CH2:43][CH2:44][CH2:45][CH2:46]1>>[CH3:1][n:2]1[n:3][n:4][n:5][c:6]1[CH2:7][CH2:8][CH2:9][C:10](=[S:11])[NH:41][CH:38]1[CH2:37][CH2:36][CH:35]([N:33]([CH3:32])[CH3:34])[CH2:40][CH2:39]1. The reactants are C(C=C)(=O)OCC1=CC=C(C=C1)O (4-hydroxybenzyl acrylate), C[Si](Cl)(C)C (trimethylchlorosilane). The solvent is C(C(C)C)C(=O)C (methyl isobutyl ketone). Conditions: temperature -5 celsius, time 1 hour. The product is C(C=C)(=O)OCC1=CC=C(C=C1)O[Si](C)(C)C (p-trimethylsilyloxybenzyl acrylate). Isolated yield 59.1%. As a reaction SMILES: [C:1]([O:5][CH2:6][C:7]1[CH:12]=[CH:11][C:10]([OH:13])=[CH:9][CH:8]=1)(=[O:4])[CH:2]=[CH2:3].[CH3:14][Si:15]([CH3:18])([CH3:17])Cl>C(C(C)=O)C(C)C>[C:1]([O:5][CH2:6][C:7]1[CH:8]=[CH:9][C:10]([O:13][Si:15]([CH3:18])([CH3:17])[CH3:14])=[CH:11][CH:12]=1)(=[O:4])[CH:2]=[CH2:3]. Procedure: 1500 g of methyl isobutyl ketone and 100 g of 4-hydroxybenzyl acrylate were charged into a separable flask of the same type as used in Reference Example 1, and cooled to -5° C. while replacing the flask inside gas with a nitrogen gas, and then 67 g of trimethylchlorosilane was dropwise added thereto over one hour, and then stirring was continued for 2 hours. After completion of the reaction, the reaction mixture was washed with water and methyl isobutyl ketone was distilled off, whereby 83 g of ... Procedure details: 2-Acetylthiomethyl-3-phenylpropanoic acid is reacted with oxalyl chloride and the resulting acid chloride is then reacted with 5-aminopentanoic acid, methyl ester, hydrochloride in the presence of diisopropylethylamine as more fully described in Example 5 of European Patent Application 136,883 to give (±)-5-[[2-[(acetylthio)methyl]-1-oxo-3-phenylpropyl]amino]pentanoic acid, methyl ester. The reactants are C(C)(=O)SCC(C(=O)O)CC1=CC=CC=C1 (2-Acetylthiomethyl-3-phenylpropanoic acid), C(C(=O)Cl)(=O)Cl (oxalyl chloride), acid chloride, Cl.NCCCCC(=O)OC (5-aminopentanoic acid, methyl ester, hydrochloride), C(C)(C)N(CC)C(C)C (diisopropylethylamine). Product: C(C)(=O)SCC(C(=O)NCCCCC(=O)OC)CC1=CC=CC=C1 ((±)-5-[[2-[(acetylthio)methyl]-1-oxo-3-phenylpropyl]amino]pentanoic acid, methyl ester). As a reaction SMILES: [C:1]([S:4][CH2:5][CH:6]([CH2:10][C:11]1[CH:16]=[CH:15][CH:14]=[CH:13][CH:12]=1)[C:7]([OH:9])=O)(=[O:3])[CH3:2].C(Cl)(=O)C(Cl)=O.Cl.[NH2:24][CH2:25][CH2:26][CH2:27][CH2:28][C:29]([O:31][CH3:32])=[O:30].C(N(C(C)C)CC)(C)C>>[C:1]([S:4][CH2:5][CH:6]([CH2:10][C:11]1[CH:16]=[CH:15][CH:14]=[CH:13][CH:12]=1)[C:7]([NH:24][CH2:25][CH2:26][CH2:27][CH2:28][C:29]([O:31][CH3:32])=[O:30])=[O:9])(=[O:3])[CH3:2] |f:2.3|. Reactants: [OH-].[K+] (potassium hydroxide), N(=[N+]=[N-])[C@H](CN1N=CC2=CC=C3C(=C12)C=CCO3)C (1-((S)-2-Azido-propyl)-1,7-dihydro-pyrano[2,3-g]indazole), [H-].[Al+3].[Li+].[H-].[H-].[H-] (lithium aluminum hydride), solution. The solvent is C1CCOC1 (THF), C1CCOC1 (THF). Product: C[C@@H](CN1N=CC2=CC=C3C(=C12)C=CCO3)N ((S)-1-Methyl-2-(7H-pyrano[2,3-g]indazol-1-yl)-ethylamine). Reaction SMILES: [N:1]([C@@H:4]([CH3:19])[CH2:5][N:6]1[C:14]2[C:9](=[CH:10][CH:11]=[C:12]3[O:18][CH2:17][CH:16]=[CH:15][C:13]3=2)[CH:8]=[N:7]1)=[N+]=[N-].[H-].[Al+3].[Li+].[H-].[H-].[H-].[OH-].[K+]>C1COCC1>[CH3:19][C@H:4]([NH2:1])[CH2:5][N:6]1[C:14]2[C:9](=[CH:10][CH:11]=[C:12]3[O:18][CH2:17][CH:16]=[CH:15][C:13]3=2)[CH:8]=[N:7]1 |f:1.2.3.4.5.6,7.8|. Reported procedure: To a solution of the product from Example 8, Step B (0.10 g, 0.39 mmol) in dry THF (20 ml) at 0° C. was added a solution of lithium aluminum hydride (0.39 mL, 1.56 mmol of a 1 M solution in THF) and the mixture was allowed to warm to room temperature (1 h) with stirring. Aqueous potassium hydroxide (2 M, 0.02 mL) was added to the reaction mixture and the solids that formed were removed by filtration. The filtrate was evaporated to a yellow oil (0.05 g, 56%): LC/MS (+APCI) m/z 230. Analysis. Calc... The product is C(C1=CC=CC=C1)OC1=C(C=C(C(=O)OC)C=C1C=O)Br (methyl 4-benzyloxy-3-bromo-5-formyl-benzoate). Conditions: time 8 hour. Starting materials: C(C1=CC=CC=C1)Br (benzylbromide), C([O-])(O)=O.[K+] (potassium bicarbonate), BrC=1C=C(C(=O)OC)C=C(C1O)C=O (Methyl 3-bromo-5-formyl-4-hydroxybenzoate). Isolated yield 64.5%. Procedure: Methyl 3-bromo-5-formyl-4-hydroxybenzoate (11.5 g, 44.39 mmol) was dissolved in acetone (100 mL) and then benzylbromide (8.35 g, 48.83 mmol) and potassium bicarbonate (6.74 g, 48.83 mmol) were added. The mixture was stirred overnight and the organic layer was washed with water. The organic layer was separated, dried over MgSO4 and concentrated. Product was purified from the residue by flash silica gel chromatography to give methyl 4-benzyloxy-3-bromo-5-formyl-benzoate (10.0 g). The solvent is CC(=O)C (acetone). As a reaction SMILES: [Br:1][C:2]1[CH:3]=[C:4]([CH:9]=[C:10]([CH:13]=[O:14])[C:11]=1[OH:12])[C:5]([O:7][CH3:8])=[O:6].[CH2:15](Br)[C:16]1[CH:21]=[CH:20][CH:19]=[CH:18][CH:17]=1.C(=O)(O)[O-].[K+]>CC(C)=O>[CH2:15]([O:12][C:11]1[C:10]([CH:13]=[O:14])=[CH:9][C:4]([C:5]([O:7][CH3:8])=[O:6])=[CH:3][C:2]=1[Br:1])[C:16]1[CH:21]=[CH:20][CH:19]=[CH:18][CH:17]=1 |f:2.3|. Reactants: COc1ccc2c(Nc3c(Cl)cncc3Cl)cc(=O)[nH]c2c1OCCCBr, C1COCCN1, Cl. Yields the product COc1ccc2c(Nc3c(Cl)cncc3Cl)cc(=O)[nH]c2c1OCCCN1CCOCC1. RXN SMILES: [Br:1][CH2:2][CH2:3][CH2:4][O:5][c:6]1[c:7]([O:26][CH3:27])[cH:8][cH:9][c:10]2[c:11]([NH:17][c:18]3[c:19]([Cl:25])[cH:20][n:21][cH:22][c:23]3[Cl:24])[cH:12][c:13](=[O:16])[nH:14][c:15]12.[CH2:28]1[CH2:29][O:30][CH2:31][CH2:32][NH:33]1.[ClH:34]>>[CH2:2]([CH2:3][CH2:4][O:5][c:6]1[c:7]([O:26][CH3:27])[cH:8][cH:9][c:10]2[c:11]([NH:17][c:18]3[c:19]([Cl:25])[cH:20][n:21][cH:22][c:23]3[Cl:24])[cH:12][c:13](=[O:16])[nH:14][c:15]12)[N:33]1[CH2:28][CH2:29][O:30][CH2:31][CH2:32]1.